This data is from the Open Reaction Database (ORD), a public repository of structured organic reaction records. The task is: describe an organic reaction: reactants, conditions, products, and yield The solvent is O (water). As a reaction SMILES: O=[CH:2][C@@H:3]([C@H:5]([C@@H:7]([C@@H:9]([CH2:11][OH:12])[OH:10])[OH:8])[OH:6])[OH:4].CC(O)C.[CH2:17]([NH2:33])[CH2:18][CH2:19][CH2:20][CH2:21][CH2:22][CH2:23][CH2:24][CH2:25][CH2:26][CH2:27][CH2:28][CH2:29][CH2:30][CH2:31][CH3:32]>O>[CH2:17]([NH:33][CH:2]1[O:10][C@H:9]([CH2:11][OH:12])[C@@H:7]([OH:8])[C@H:5]([OH:6])[C@H:3]1[OH:4])[CH2:18][CH2:19][CH2:20][CH2:21][CH2:22][CH2:23][CH2:24][CH2:25][CH2:26][CH2:27][CH2:28][CH2:29][CH2:30][CH2:31][CH3:32]. Yields the product C(CCCCCCCCCCCCCCC)NC1[C@H](O)[C@@H](O)[C@H](O)[C@H](O1)CO (N-Hexadecyl-D-Glucosylamine). Conditions: time 8 hour. Reactants: two, O=C[C@H](O)[C@@H](O)[C@H](O)[C@H](O)CO (glucose), CC(C)O (2-propanol), C(CCCCCCCCCCCCCCC)N (hexadecylamine). Reported procedure: A 2 L two neck round bottom flask equipped with condenser was charged with D(+) glucose (60 g, 0.333 moles), 2-propanol (900 mL), hexadecylamine (81 g, 0.334 moles) and deionized water (300 mL). The reaction was stirred and heated to 50°-55° celsius for 1 hour to obtain a homogeneous solution. The reaction was then allowed to run overnight at room temperature. The reaction precipitated out after 2-3 hours. Reactants: Cc1ccc(S(=O)(=O)O)cc1, CO, O=C(O)c1cccc([N+](=O)[O-])c1Cl. Yields the product COC(=O)c1cccc([N+](=O)[O-])c1Cl. RXN SMILES: [CH3:14][c:15]1[cH:16][cH:17][c:18]([S:19]([OH:20])(=[O:21])=[O:22])[cH:23][cH:24]1.[CH3:25][OH:26].[Cl:1][c:2]1[c:3]([C:4](=[O:5])[OH:6])[cH:7][cH:8][cH:9][c:10]1[N+:11](=[O:12])[O-:13]>>[Cl:1][c:2]1[c:3]([C:4](=[O:5])[O:6][CH3:14])[cH:7][cH:8][cH:9][c:10]1[N+:11](=[O:12])[O-:13]. Reactants: C(C1=CC=CC=C1)[Mg]Cl (benzylmagnesium chloride), [Cl-].[NH4+] (ammonium chloride), BrC1=NC(=CC=C1)OCCOCC (2-bromo-6-(2-ethoxyethyl)oxypyridine). The reagents and catalysts are CC(C)P(C1=CC=CC=C1)C2=CC=CC=C2.C1=CC=C(C=C1)PC2=CC=CC=C2.[Cl-].[Ni] (1,3-bis(diphenylphosphino)propanenickel(II) chloride). Solvent: O1CCCC1 (tetrahydrofuran), O1CCCC1 (tetrahydrofuran). The product is C(C1=CC=CC=C1)C1=NC(=CC=C1)OCCOCC (2-Benzyl-6-(2-ethoxyethyl)oxypyridine). Reaction SMILES: [CH2:1]([Mg]Cl)[C:2]1[CH:7]=[CH:6][CH:5]=[CH:4][CH:3]=1.Br[C:11]1[CH:16]=[CH:15][CH:14]=[C:13]([O:17][CH2:18][CH2:19][O:20][CH2:21][CH3:22])[N:12]=1.[Cl-].[NH4+]>CC(P(C1C=CC=CC=1)C1C=CC=CC=1)C.C1C=CC(PC2C=CC=CC=2)=CC=1.[Cl-].[Ni].O1CCCC1>[CH2:1]([C:11]1[CH:16]=[CH:15][CH:14]=[C:13]([O:17][CH2:18][CH2:19][O:20][CH2:21][CH3:22])[N:12]=1)[C:2]1[CH:7]=[CH:6][CH:5]=[CH:4][CH:3]=1 |f:2.3,4.5.6.7|. Procedure: A 1.09 mol tetrahydrofuran solution containing benzylmagnesium chloride was slowly added dropwise into a mixture of 1 g of 2-bromo-6-(2-ethoxyethyl)oxypyridine, 145 mg of 1,3-bis(diphenylphosphino)propanenickel(II) chloride and 5 ml of tetrahydrofuran with stirring under ice-cooling in a nitrogen atmosphere. After stirring for 2.5 hours, an aqueous saturated ammonium chloride solution was added thereto and the mixture was extracted with ethyl acetate. The organic phase was further washed with br... Starting materials: resultant mixture, BrC1=NC=CC=N1 (2-bromopyrimidine), C([O-])([O-])=O.[Na+].[Na+] (sodium carbonate), FC(S(=O)(=O)OC=1N=C(OC1)C1=CC=C(C=C1)F)(F)F (2-(4-fluorophenyl)-1,3-oxazol-4-yl trifluoromethanesulfonate), Fe(dppf)2, C(C)(=O)[O-].[Na+] (sodium acetate), B1(OC(C(O1)(C)C)(C)C)B2OC(C(O2)(C)C)(C)C (bis(pinacolato)diboron). The reagents and catalysts are Cl[Pd]([P](C1=CC=CC=C1)(C2=CC=CC=C2)C3=CC=CC=C3)([P](C4=CC=CC=C4)(C5=CC=CC=C5)C6=CC=CC=C6)Cl (Pd(PPh3)2Cl2), C1=CC=C(C=C1)P([C-]2C=CC=C2)C3=CC=CC=C3.C1=CC=C(C=C1)P([C-]2C=CC=C2)C3=CC=CC=C3.Cl[Pd]Cl.[Fe+2] (Pd(dppf)Cl2). Run in O (H2O), O1CCOCC1 (dioxane). Product: FC1=CC=C(C=C1)C=1OC=C(N1)C1=NC=CC=N1 (2-[2-(4-Fluorophenyl)-1,3-oxazol-4-yl]pyrimidine). As a reaction SMILES: FC(F)(F)S(O[C:7]1[N:8]=[C:9]([C:12]2[CH:17]=[CH:16][C:15]([F:18])=[CH:14][CH:13]=2)[O:10][CH:11]=1)(=O)=O.C([O-])(=O)C.[Na+].B1(B2OC(C)(C)C(C)(C)O2)OC(C)(C)C(C)(C)O1.Br[C:45]1[N:50]=[CH:49][CH:48]=[CH:47][N:46]=1.C(=O)([O-])[O-].[Na+].[Na+]>O1CCOCC1.O.C1C=CC(P(C2C=CC=CC=2)[C-]2C=CC=C2)=CC=1.C1C=CC(P(C2C=CC=CC=2)[C-]2C=CC=C2)=CC=1.Cl[Pd]Cl.[Fe+2].Cl[Pd](Cl)([P](C1C=CC=CC=1)(C1C=CC=CC=1)C1C=CC=CC=1)[P](C1C=CC=CC=1)(C1C=CC=CC=1)C1C=CC=CC=1>[F:18][C:15]1[CH:16]=[CH:17][C:12]([C:9]2[O:10][CH:11]=[C:7]([C:45]3[N:50]=[CH:49][CH:48]=[CH:47][N:46]=3)[N:8]=2)=[CH:13][CH:14]=1 |f:1.2,5.6.7,10.11.12.13,^1:106,125|. Reported procedure: A stirred solution of 2-(4-fluorophenyl)-1,3-oxazol-4-yl trifluoromethanesulfonate (3.8 g, 12.21 mmol), Fe(dppf)2 (0.338 g, 0.611 mmol), Pd(dppf)Cl2 (0.447 g, 0.611 mmol), sodium acetate and bis(pinacolato)diboron (4.03 g, 15.87 mmol) in 50 ml of dioxane was heated at 100° C. for 3 h. Then 2-bromopyrimidine (2.91 g, 18.32 mmol), Pd(PPh3)2Cl2 (0.857 g, 1.221 mmol) and sodium carbonate (12.2 ml, 2 M, 2.42 mmol) were added. The resultant mixture was then heated at 95° C. overnight, diluted with H2O... Reactants: FC=1C=C(C=C(C1)F)OC (3,5-difluoroanisole), [N+](=O)(O)[O-] (HNO3), O (water), C(C)(=O)OCC (ethyl acetate). Solvent: ClCCl (dichloromethane). Reaction conditions: temperature 0 celsius, time 3 hour. Yields the product FC1=C(C(=CC(=C1)F)OC)[N+](=O)[O-] (1,5-difluoro-3-methoxy-2-nitrobenzene). Isolated yield 72.0%. RXN SMILES: [F:1][C:2]1[CH:3]=[C:4]([O:9][CH3:10])[CH:5]=[C:6]([F:8])[CH:7]=1.[N+:11]([O-])([OH:13])=[O:12].O.C(OCC)(=O)C>ClCCl>[F:1][C:2]1[CH:7]=[C:6]([F:8])[CH:5]=[C:4]([O:9][CH3:10])[C:3]=1[N+:11]([O-:13])=[O:12]. Procedure: To a solution of 3,5-difluoroanisole (30 g, 208 mmol) in 260 mL dichloromethane was added HNO3 (>90% fuming, 60 mL) dropwise at 0° C. The resulting solution was stirred at 0° C. for 3 hours, then washed water. The aqueous phase was extracted with dichloromethane. The organic phase was washed with brine, dried over magnesium sulfate and condensed on a rotavap. The residue was recrystallized in hexane and ethyl acetate to provide 28.5 g (72% yield) of 1,5-difluoro-3-methoxy-2-nitrobenzene as an of... Reactants: C1(CC1)N (cyclopropylamine), OC1=NN=CC2=CC(=CC=C12)C=1C=C(C(=O)O)C=CC1C (3-(1-hydroxyphthalazin-6-yl)-4-methylbenzoic acid), P(=O)(Cl)(Cl)Cl (phosphorous oxychloride), C(C)(C)N(CC)C(C)C (Diisopropylethylamine). Reaction conditions: temperature 80 celsius, time 1 hour. The product is ClC1=NN=CC2=CC(=CC=C12)C=1C=C(C(=O)NC2CC2)C=CC1C (3-(1-chlorophthalazin-6-yl)-N-cyclopropyl-4-methylbenzamide). The yield is 50.2%. Reaction SMILES: O[C:2]1[C:11]2[C:6](=[CH:7][C:8]([C:12]3[CH:13]=[C:14]([CH:18]=[CH:19][C:20]=3[CH3:21])[C:15]([OH:17])=O)=[CH:9][CH:10]=2)[CH:5]=[N:4][N:3]=1.P(Cl)(Cl)([Cl:24])=O.C([N:30]([CH:33]([CH3:35])[CH3:34])CC)(C)C.C1(N)CC1>>[Cl:24][C:2]1[C:11]2[C:6](=[CH:7][C:8]([C:12]3[CH:13]=[C:14]([CH:18]=[CH:19][C:20]=3[CH3:21])[C:15]([NH:30][CH:33]3[CH2:35][CH2:34]3)=[O:17])=[CH:9][CH:10]=2)[CH:5]=[N:4][N:3]=1. Procedure details: A suspension of 3-(1-hydroxyphthalazin-6-yl)-4-methylbenzoic acid (1.0 g, 3.6 mmol) in phosphorous oxychloride (4.9 mL, 54 mmol) was heated at 80° C. for 1 h. The solution was cooled and concentrated. Toluene (10 mL) was added and removed in vacuo. The brown syrup was resuspended in DCM (20 mL) and cooled to 0° C. Diisopropylethylamine (3.1 mL, 18 mmol) followed by cyclopropylamine (3.0 mL, 43 mmol) was added and the mixture was allowed to warm up to RT and stirred for 1 hour. The mixture was co...